This data is from the Open Reaction Database (ORD), a public repository of structured organic reaction records. The task is: describe an organic reaction: reactants, conditions, products, and yield Reactants: C1CCOC1, O=[Mn]=O, CCCc1nc(-n2c(C)ccc2C)c(CO)[nH]1. The product is CCCc1nc(-n2c(C)ccc2C)c(C=O)[nH]1. RXN SMILES: [CH2:18]1[O:19][CH2:20][CH2:21][CH2:22]1.[O:23]=[Mn:24]=[O:25].[OH:1][CH2:2][c:3]1[c:4](-[n:11]2[c:12]([CH3:17])[cH:13][cH:14][c:15]2[CH3:16])[n:5][c:6]([CH2:8][CH2:9][CH3:10])[nH:7]1>>[O:1]=[CH:2][c:3]1[c:4](-[n:11]2[c:12]([CH3:17])[cH:13][cH:14][c:15]2[CH3:16])[n:5][c:6]([CH2:8][CH2:9][CH3:10])[nH:7]1. The reactants are ClC1=C(C=CC(=C1)Cl)C1=NOC2(C1)OC(C1=CC=CC=C12)=O (3'-(2,4-dichlorophenyl)-spiro[isobenzofuran-1(3H),5'(4'H)-isoxazol]-3-one), ice water, solid, OS(=O)(=O)O (H2SO4), C(C)O (ethanol). Run in CCCCCC (hexane). Yields the product ClC1=C(C=CC(=C1)Cl)C1=NOC(=C1)C1=C(C(=O)OCC)C=CC=C1 (Ethyl 2-[3-(2,4-Dichlorophenyl)-5-Isoxazolyl]Benzoate). Reaction SMILES: [Cl:1][C:2]1[CH:7]=[C:6]([Cl:8])[CH:5]=[CH:4][C:3]=1[C:9]1[CH2:13][C:12]2([C:21]3[C:16](=[CH:17][CH:18]=[CH:19][CH:20]=3)[C:15](=[O:22])[O:14]2)[O:11][N:10]=1.OS(O)(=O)=O.[CH2:28](O)[CH3:29]>CCCCCC>[Cl:1][C:2]1[CH:7]=[C:6]([Cl:8])[CH:5]=[CH:4][C:3]=1[C:9]1[CH:13]=[C:12]([C:21]2[CH:20]=[CH:19][CH:18]=[CH:17][C:16]=2[C:15]([O:14][CH2:28][CH3:29])=[O:22])[O:11][N:10]=1. Procedure details: A solution of 4 g. (0.011 mole) of 3'-(2,4-dichlorophenyl)-spiro[isobenzofuran-1(3H),5'(4'H)-isoxazol]-3-one, 2 ml. of concentrated H2SO4 and 200 ml. of ethanol was held at reflux for 19 hours, cooled, and poured into ice water. The resultant mixture was extracted twice with ether. The ethereal solution was washed twice with water, dried over CaSO4 and concentrated under vacuum to give an oil. The oil was dissolved in hot hexane to afford 4.2 g. of a crystalline solid (96.9%). Recrystallization ... Reactants: CO, Cc1ccccc1, C[Si](C)(C)C=[N+]=[N-], CCCCCC, O=C(O)c1ccc([N+](=O)[O-])cc1O. The product is COC(=O)c1ccc([N+](=O)[O-])cc1O. Reaction SMILES: [CH3:14][OH:15].[CH3:16][c:17]1[cH:18][cH:19][cH:20][cH:21][cH:22]1.[CH3:23][Si:24]([CH:25]=[N+:26]=[N-:27])([CH3:28])[CH3:29].[CH3:30][CH2:31][CH2:32][CH2:33][CH2:34][CH3:35].[OH:1][c:2]1[c:3]([C:4](=[O:5])[OH:6])[cH:7][cH:8][c:9]([N+:11](=[O:12])[O-:13])[cH:10]1>>[OH:1][c:2]1[c:3]([C:4]([O:5][CH3:16])=[O:6])[cH:7][cH:8][c:9]([N+:11](=[O:12])[O-:13])[cH:10]1. Starting materials: Clc1ncc(Br)cn1, Cc1ccccc1, CCN(C(C)C)C(C)C, COc1ccc(C(C)C)cc1-c1ccc(C(F)(F)F)cc1CNCc1cc(C(F)(F)F)cc(C(F)(F)F)c1, O. Reaction SMILES: [Br:39][c:40]1[cH:41][n:42][c:43]([Cl:46])[n:44][cH:45]1.[CH3:57][c:58]1[cH:59][cH:60][cH:61][cH:62][cH:63]1.[CH:47]([N:48]([CH2:49][CH3:50])[CH:51]([CH3:52])[CH3:53])([CH3:54])[CH3:55].[F:1][C:2]([c:3]1[cH:4][c:5]([CH2:6][NH:7][CH2:8][c:9]2[c:10](-[c:19]3[c:20]([O:28][CH3:29])[cH:21][cH:22][c:23]([CH:25]([CH3:26])[CH3:27])[cH:24]3)[cH:11][cH:12][c:13]([C:15]([F:16])([F:17])[F:18])[cH:14]2)[cH:30][c:31]([C:33]([F:34])([F:35])[F:36])[cH:32]1)([F:37])[F:38].[OH2:56]>>[F:1][C:2]([c:3]1[cH:4][c:5]([CH2:6][N:7]([CH2:8][c:9]2[c:10](-[c:19]3[c:20]([O:28][CH3:29])[cH:21][cH:22][c:23]([CH:25]([CH3:26])[CH3:27])[cH:24]3)[cH:11][cH:12][c:13]([C:15]([F:16])([F:17])[F:18])[cH:14]2)[c:43]2[n:42][cH:41][c:40]([Br:39])[cH:45][n:44]2)[cH:30][c:31]([C:33]([F:34])([F:35])[F:36])[cH:32]1)([F:37])[F:38]. The product is COc1ccc(C(C)C)cc1-c1ccc(C(F)(F)F)cc1CN(Cc1cc(C(F)(F)F)cc(C(F)(F)F)c1)c1ncc(Br)cn1. Reactants: [Al+3], C1CCOC1, CCNc1nc(SC)nnc1C(=O)O, [H-], [H-], [H-], [H-], [Li+], [NH4+], [NH4+], O=S(=O)([O-])[O-]. Product: CCNc1nc(SC)nnc1CO. RXN SMILES: [Al+3:2].[CH2:28]1[O:29][CH2:30][CH2:31][CH2:32]1.[CH2:7]([CH3:8])[NH:9][c:10]1[n:11][c:12]([S:19][CH3:20])[n:13][n:14][c:15]1[C:16](=[O:17])[OH:18].[H-:1].[H-:4].[H-:5].[H-:6].[Li+:3].[NH4+:21].[NH4+:22].[O-:23][S:24](=[O:25])(=[O:26])[O-:27]>>[CH2:7]([CH3:8])[NH:9][c:10]1[n:11][c:12]([S:19][CH3:20])[n:13][n:14][c:15]1[CH2:16][OH:17]. Reactants: 35, desoxybenzanisoins, C1(=CC=CC=C1)CC(=O)Cl (phenylacetyl chloride), C1(=CC=CC=C1)OC (anisole), CCS.[Al+3].[Cl-].[Cl-].[Cl-] (EtSH AlCl3). The solvent is [Cl-].[Al+3].[Cl-].[Cl-] (aluminum chloride), C(=S)=S (carbon disulfide). Yields the product C1(=CC=CC=C1)C(=O)CC1=CC=CC=C1 (deoxybenzoin), C1C=CC2=CC=CC=C12 (indene). Reaction SMILES: [C:1]1([CH2:7][C:8](Cl)=[O:9])[CH:6]=[CH:5][CH:4]=[CH:3][CH:2]=1.[C:11]1(OC)[CH:16]=[CH:15][CH:14]=[CH:13][CH:12]=1.[CH3:19]CS.[Al+3].[Cl-].[Cl-].[Cl-]>C(=S)=S.[Cl-].[Al+3].[Cl-].[Cl-]>[C:11]1([C:8]([CH2:7][C:1]2[CH:6]=[CH:5][CH:4]=[CH:3][CH:2]=2)=[O:9])[CH:16]=[CH:15][CH:14]=[CH:13][CH:12]=1.[CH2:19]1[C:6]2[C:1](=[CH:2][CH:3]=[CH:4][CH:5]=2)[CH:7]=[CH:8]1 |f:2.3.4.5.6,8.9.10.11|. Procedure details: Treatment of p-methoxydeoxybenzoin (32) (FIG. 4) with PCl5 in refluxing benzene provided p-methoxy-α'-chlorostilbene 33 (Nagano, 1955), which underwent Friedel-Crafts conditions with anisole to furnish the triarylethylene 34. The carbonyl group in deoxybenzoin 32 was converted to a gem-dichloride intermediate, using phosphorous pentachloride, and with the subsequent elimination of HCl, the vinyl chloride 33 was obtained. Compound 32 was prepared using Friedel-Crafts conditions involving phenylac... Reactants: O1CCOCCNCCNCCNCC1 (1,4-dioxa-7,10,13-triazacyclopentadecane), O1CCNCCNCCNCC1 (1-oxa-4,7,10-triazacyclododecane). The product is N12CCN3CCN(CCOCC1)C23 (10-Oxa-1,4,7-triazatricyclo[5.5.1.04,13 ]tridecane). As a reaction SMILES: O1C[CH2:14][NH:13][CH2:12][CH2:11][NH:10][CH2:9][CH2:8][NH:7][CH2:6][CH2:5][O:4][CH2:3][CH2:2]1.O1CCNCCNCCNCC1>>[N:13]12[CH:14]3[N:10]([CH2:9][CH2:8][N:7]3[CH2:6][CH2:5][O:4][CH2:3][CH2:2]1)[CH2:11][CH2:12]2. Procedure details: If 1,4-dioxa-7,10,13-triazacyclopentadecane were used in place of 1-oxa-4,7,10-triazacyclododecane in essentially the procedure of Example 1, the product would be ##STR14## Starting materials: 26C, COC(C1=C(N=C(C=C1)C1=CC=C(C=C1)C(F)(F)F)C)=O (2-methyl-6-(4-trifluoromethyl-phenyl)-nicotinic acid methyl ester), C(C)OC(C(C)(C)OC1=CC(=CC(=C1)OC)CCN)=O (2-[3-(2-amino-ethyl)-5-methoxy-phenoxy]-2-methyl-propionic acid ethyl ester), CC1=C(C(=O)O)C=CC(=N1)C1=CC=C(C=C1)C(F)(F)F (2-methyl-6-(4-trifluoromethyl-phenyl)-nicotinic acid). The product is C(C)OC(C(C)(C)OC1=CC(=CC(=C1)CCNC(=O)C=1C(=NC(=CC1)C1=CC=C(C=C1)C(F)(F)F)C)OC)=O (2-[3-methoxy-5-(2-{[2-methyl-6-(4-trifluoromethyl-phenyl)-pyridine-3-carbonyl]-amino}-ethyl)-phenoxy]-2-methyl-propionic acid ethyl ester). RXN SMILES: [CH2:1]([O:3][C:4](=[O:20])[C:5]([O:8][C:9]1[CH:14]=[C:13]([O:15][CH3:16])[CH:12]=[C:11]([CH2:17][CH2:18][NH2:19])[CH:10]=1)([CH3:7])[CH3:6])[CH3:2].[CH3:21][C:22]1[N:30]=[C:29]([C:31]2[CH:36]=[CH:35][C:34]([C:37]([F:40])([F:39])[F:38])=[CH:33][CH:32]=2)[CH:28]=[CH:27][C:23]=1[C:24](O)=[O:25].COC(=O)C1C=CC(C2C=CC(C(F)(F)F)=CC=2)=NC=1C>>[CH2:1]([O:3][C:4](=[O:20])[C:5]([O:8][C:9]1[CH:10]=[C:11]([CH2:17][CH2:18][NH:19][C:24]([C:23]2[C:22]([CH3:21])=[N:30][C:29]([C:31]3[CH:36]=[CH:35][C:34]([C:37]([F:40])([F:38])[F:39])=[CH:33][CH:32]=3)=[CH:28][CH:27]=2)=[O:25])[CH:12]=[C:13]([O:15][CH3:16])[CH:14]=1)([CH3:7])[CH3:6])[CH3:2]. Procedure: In analogy to the procedures described in example 26B] and 26C], 2-[3-(2-amino-ethyl)-5-methoxy-phenoxy]-2-methyl-propionic acid ethyl ester was reacted with 2-methyl-6-(4-trifluoromethyl-phenyl)-nicotinic acid (prepared from 2-methyl-6-(4-trifluoromethyl-phenyl)-nicotinic acid methyl ester (example 1L]) in analogy to the procedure described in example 53B]) to give 2-[3-methoxy-5-(2-{[2-methyl-6-(4-trifluoromethyl-phenyl)-pyridine-3-carbonyl]-amino}-ethyl)-phenoxy]-2-methyl-propionic acid ethyl... The reactants are COC=1C=C(C=CC1OC)C1=NOC(C1)CCCC=O (4-[3-(3,4-Dimethoxyphenyl)-4,5-dihydroisoxazol-5-yl]butanal), Cl.COC1=C(C=CC=C1)N1CCNCC1 (1-(2-methoxyphenyl)piperazine hydrochloride), [BH-](OC(=O)C)(OC(=O)C)OC(=O)C.[Na+] (NaBH(OAc)3), C(C)(C)N(CC)C(C)C (diisopropylethylamine). Solvent: C(Cl)Cl (methylene chloride). The product is COC=1C=C(C=CC1OC)C1=NOC(C1)CCCCN1CCN(CC1)C1=C(C=CC=C1)OC (1-{4-[3-(3,4-Dimethoxyphenyl)4,5-dihydroisoxazol-5-yl]butyl}-4-(2-methoxyphenyl)piperazine). Isolated yield 67.2%. Reaction SMILES: [CH3:1][O:2][C:3]1[CH:4]=[C:5]([C:11]2[CH2:15][CH:14]([CH2:16][CH2:17][CH2:18][CH:19]=O)[O:13][N:12]=2)[CH:6]=[CH:7][C:8]=1[O:9][CH3:10].Cl.[CH3:22][O:23][C:24]1[CH:29]=[CH:28][CH:27]=[CH:26][C:25]=1[N:30]1[CH2:35][CH2:34][NH:33][CH2:32][CH2:31]1.[BH-](OC(C)=O)(OC(C)=O)OC(C)=O.[Na+].C(N(C(C)C)CC)(C)C>C(Cl)Cl>[CH3:1][O:2][C:3]1[CH:4]=[C:5]([C:11]2[CH2:15][CH:14]([CH2:16][CH2:17][CH2:18][CH2:19][N:33]3[CH2:32][CH2:31][N:30]([C:25]4[CH:26]=[CH:27][CH:28]=[CH:29][C:24]=4[O:23][CH3:22])[CH2:35][CH2:34]3)[O:13][N:12]=2)[CH:6]=[CH:7][C:8]=1[O:9][CH3:10] |f:1.2,3.4|. Reported procedure: 4-[3-(3,4-Dimethoxyphenyl)-4,5-dihydroisoxazol-5-yl]butanal (26.7 mg, 0.096 mmol), 1-(2-methoxyphenyl)piperazine hydrochloride (20.0 mg, 0.087 mmol), molecular sieve (5 beads), NaBH(OAc)3 (55.6 mg, 0.262 mmol) and diisopropylethylamine (26.9 L, 0.087 mmol) were reacted in 3 mL of methylene chloride for about 12 hr. With the following processes the same as in Example 1, 26.5 mg (62.5%) of the target compound was obtained.